This data is from the Open Reaction Database (ORD), a public repository of structured organic reaction records. The task is: describe an organic reaction: reactants, conditions, products, and yield Reactants: C(C)OC(C1=CN=CC=C1C)=O (ethyl-4-methylnicotinoate), C([C@H](O)[C@@H](O)C(=O)O)(=O)O (L-(+)-tartaric acid). Reagents/catalysts: [Pt]=O (platinum oxide). Run in C(C)O (ethanol). Conditions: time 8 hour. Yields the product C(C)OC(=O)C1CNCCC1C ((+/−)-4-methyl-piperidine-3-carboxylic acid ethyl ester). Yield: 90.5%. Reaction SMILES: [CH2:1]([O:3][C:4](=[O:12])[C:5]1[C:10]([CH3:11])=[CH:9][CH:8]=[N:7][CH:6]=1)[CH3:2].C(O)(=O)[C@@H]([C@H](C(O)=O)O)O>C(O)C.[Pt]=O>[CH2:1]([O:3][C:4]([CH:5]1[CH:10]([CH3:11])[CH2:9][CH2:8][NH:7][CH2:6]1)=[O:12])[CH3:2]. Procedure: A Parr bottle was charged with ethyl-4-methylnicotinoate (5.01 g, 30.32 mmol), L-(+)-tartaric acid (4.67 g, 31.2 mmoL) and platinum oxide (Adams catalyst, 827 mg). The material was taken up in absolute ethanol (100 mL) and shaken on the PARR overnight under hydrogen atmosphere (50 psi). The material was filtered through a plug of celite, and the filtrate was concentrated on the rotovap such that about 85% of the solvent was removed. The remainder was taken up in ethyl acetate (120 mL) and aqueou...